Dataset: the Open Reaction Database (ORD), a public repository of structured organic reaction records. Task: describe an organic reaction: reactants, conditions, products, and yield Starting materials: COC(=O)c1ccc(-n2cccn2)cc1OCc1ccccc1, CO, CCOC(C)=O, Cl, [Na+], C1COCCO1, [OH-], O. The product is O=C(O)c1ccc(-n2cccn2)cc1OCc1ccccc1. Reaction SMILES: [CH2:3]([c:4]1[cH:5][cH:6][cH:7][cH:8][cH:9]1)[O:10][c:11]1[c:12]([C:13](=[O:14])[O:15][CH3:16])[cH:17][cH:18][c:19](-[n:21]2[n:22][cH:23][cH:24][cH:25]2)[cH:20]1.[CH3:34][OH:35].[CH3:36][CH2:37][O:38][C:39](=[O:40])[CH3:41].[ClH:27].[Na+:2].[O:28]1[CH2:29][CH2:30][O:31][CH2:32][CH2:33]1.[OH-:1].[OH2:26]>>[CH2:3]([c:4]1[cH:5][cH:6][cH:7][cH:8][cH:9]1)[O:10][c:11]1[c:12]([C:13](=[O:14])[OH:15])[cH:17][cH:18][c:19](-[n:21]2[n:22][cH:23][cH:24][cH:25]2)[cH:20]1.